Dataset: the Open Reaction Database (ORD), a public repository of structured organic reaction records. Task: describe an organic reaction: reactants, conditions, products, and yield The reactants are ClC=1C=C2C(=NC1)N(C=C2C2=NC=C(C(=N2)N[C@@H]2C[C@@H](CCC2)N)F)S(=O)(=O)C2=CC=C(C=C2)C ((1S,3R)—N1-[2-[5-chloro-1-(p-tolylsulfonyl)pyrrolo[2,3-b]pyridin-3-yl]-5-fluoro-pyrimidin-4-yl]cyclohexane-1,3-diamine), C(C)(C)(C)OC(=O)N1CC(OCC1)C(=O)O (4-tert-butoxycarbonylmorpholine-2-carboxylic acid), C(CCl)Cl (EDC), C=1C=CC2=C(C1)N=NN2O (HOBt), CCN(C(C)C)C(C)C (iPr2NEt), [OH-].[Li+] (lithium hydroxide). Solvent: C(Cl)Cl (CH2Cl2). Conditions: time 8 hour. Yields the product bis-hydrochloride, N1CC(OCC1)C(=O)N (morpholine-2-carboxamide). As a reaction SMILES: ClC1C=C2C(C3N=C(N[C@H]4CCC[C@@H](N)C4)C(F)=CN=3)=CN(S(C3C=CC(C)=CC=3)(=O)=O)C2=[N:6]C=1.C(OC([N:43]1[CH2:48][CH2:47][O:46][CH:45]([C:49]([OH:51])=O)[CH2:44]1)=O)(C)(C)C.C(Cl)CCl.C1C=CC2N(O)N=NC=2C=1.CCN(C(C)C)C(C)C.[OH-].[Li+]>C(Cl)Cl>[NH:43]1[CH2:48][CH2:47][O:46][CH:45]([C:49]([NH2:6])=[O:51])[CH2:44]1 |f:5.6|. Procedure details: To a solution of (1S,3R)—N1-[2-[5-chloro-1-(p-tolylsulfonyl)pyrrolo[2,3-b]pyridin-3-yl]-5-fluoro-pyrimidin-4-yl]cyclohexane-1,3-diamine (0.06 g, 0.12 mmol) in CH2Cl2 (3 mL) was added 4-tert-butoxycarbonylmorpholine-2-carboxylic acid (40.4 mg, 0.17 mmol), EDC (0.03 g, 0.14 mmol), HOBt (0.02 g, 0.12 mmol) and iPr2NEt (0.06 g, 0.47 mmol), and the reaction mixture was stirred at room temperature overnight. The solvent was evaporated under reduced pressure, and the residue was dissolved in CH2Cl2 (2 ... The reactants are C1(CCCCC1)CSC1=CC(=C(C=C1)N)N (4-(cyclohexylmethyl)thio-o-phenylenediamine), S(=O)(=O)(O)O.CSC(N)=N (2-methyl-2-thiopseudourea sulfate), [OH-].[Na+] (NaOH), ClC(=O)OC (methyl chloroformate). The solvent is CO (methanol), O (water). Reaction conditions: time 15 minute. Yields the product C1(CCCCC1)CSC1=CC2=C(NC(=N2)NC(OC)=O)C=C1 ([5-[(Cyclohexylmethyl)thio]-1H-benzimidazol-2-yl]carbamic acid, methyl ester). RXN SMILES: S(O)(O)(=O)=O.CS[C:8](=[NH:10])[NH2:9].Cl[C:12]([O:14][CH3:15])=[O:13].[OH-].[Na+].[CH:18]1([CH2:24][S:25][C:26]2[CH:31]=[CH:30][C:29]([NH2:32])=[C:28](N)[CH:27]=2)[CH2:23][CH2:22][CH2:21][CH2:20][CH2:19]1>O.CO>[CH:18]1([CH2:24][S:25][C:26]2[CH:31]=[CH:30][C:29]3[NH:32][C:8]([NH:9][C:12](=[O:13])[O:14][CH3:15])=[N:10][C:28]=3[CH:27]=2)[CH2:19][CH2:20][CH2:21][CH2:22][CH2:23]1 |f:0.1,3.4|. Reported procedure: To a mixture of 9 g of 2-methyl-2-thiopseudourea sulfate in 6 ml of water there is added 5.7 ml of methyl chloroformate at 0° C and the mixture is stirred for 15 minutes. Then there is added 12 ml of 25% NaOH dropwise and the mixture is stirred for 15 minutes. Then the total amount of 4-(cyclohexylmethyl)thio-o-phenylenediamine from the above reaction in 50 ml of methanol is added and the mixture is refluxed for 2 hours. The alcohol is removed in vacuo and water is added. The resulting solid is ... Procedure details: To a solution of 6-chloro-5-nitro-1,6-dihydropyrimidin-2-amine (538.5 mg, 60% purity, 2.00 mmol) in DMF (10 mL) was added NaH (60% oil suspension, 172 mg, 4.30 mmol) at 0° C. Mixture was stirred at RT for 10 min before addition of 1H-indazole-6-carbonitrile (410 mg, 2.87 mmol). Stirring was continued at RT for 18 hr. The reaction mixture was quenched with water (25 mL) cooled in an ice bath and extracted with EtOAc (3×20 mL). Insoluble solid formed during extraction was separated out. Combined E... The solvent is CN(C)C=O (DMF). Yields the product NC1=NC=C(C(N1)N1N=CC2=CC=C(C=C12)C#N)[N+](=O)[O-] (1-(2-amino-5-nitro-3,4-dihydropyrimidin-4-yl)-1H-indazole-6-carbonitrile). Reaction SMILES: Cl[CH:2]1[NH:7][C:6]([NH2:8])=[N:5][CH:4]=[C:3]1[N+:9]([O-:11])=[O:10].[H-].[Na+].[NH:14]1[C:22]2[C:17](=[CH:18][CH:19]=[C:20]([C:23]#[N:24])[CH:21]=2)[CH:16]=[N:15]1>CN(C=O)C>[NH2:8][C:6]1[NH:7][CH:2]([N:14]2[C:22]3[C:17](=[CH:18][CH:19]=[C:20]([C:23]#[N:24])[CH:21]=3)[CH:16]=[N:15]2)[C:3]([N+:9]([O-:11])=[O:10])=[CH:4][N:5]=1 |f:1.2|. Reaction conditions: time 18 hour. Reactants: ClC1C(=CN=C(N1)N)[N+](=O)[O-] (6-chloro-5-nitro-1,6-dihydropyrimidin-2-amine), [H-].[Na+] (NaH), N1N=CC2=CC=C(C=C12)C#N (1H-indazole-6-carbonitrile). Reactants: NCCCCC1=CC=C(C=C1)C=1C=CC(NN1)=O (6-[4-(4-aminobutyl)phenyl]pyridazin-3(2H)-one), C(C)C1=NOC(=C1)C(=O)O (3-ethyl-5-carboxyisoxazole). Yields the product CC1=NOC(=C1)C(=O)NCCCCC1=CC=C(C=C1)C=1C=CC(NN1)=O (6-{4-[4-(3-methylisoxazole-5-ylcarbonylamino) butyl]phenyl}pyridazin-3(2H)-one). As a reaction SMILES: [NH2:1][CH2:2][CH2:3][CH2:4][CH2:5][C:6]1[CH:11]=[CH:10][C:9]([C:12]2[CH:13]=[CH:14][C:15](=[O:18])[NH:16][N:17]=2)=[CH:8][CH:7]=1.[CH2:19]([C:21]1[CH:25]=[C:24]([C:26](O)=[O:27])[O:23][N:22]=1)C>>[CH3:19][C:21]1[CH:25]=[C:24]([C:26]([NH:1][CH2:2][CH2:3][CH2:4][CH2:5][C:6]2[CH:7]=[CH:8][C:9]([C:12]3[CH:13]=[CH:14][C:15](=[O:18])[NH:16][N:17]=3)=[CH:10][CH:11]=2)=[O:27])[O:23][N:22]=1. Procedure details: By treating 6-[4-(4-aminobutyl)phenyl]pyridazin-3(2H)-one and 3-ethyl-5-carboxyisoxazole in the same manner as in Example 87, 6-{4-[4-(3-methylisoxazole-5-ylcarbonylamino) butyl]phenyl}pyridazin-3(2H)-one was obtained. Starting materials: C(C)OC(=O)C=1NC(=C(C1C)CCC(=O)OCC)C=O (5-Formyl-4-(2-ethoxycarbonylethyl)-3-methyl-1H-pyrrole-2-carboxylic acid ethyl ester), ClC=1C=C2CC(NC2=CC1)=O (5-chloro-2-oxindole). Reagents/catalysts: N1CCCCC1 (piperidine). The solvent is C(C)O (ethanol). Yields the product C(C)OC(=O)C=1NC(=C(C1C)CCC(=O)OCC)C=C1C(NC2=CC=C(C=C12)Cl)=O (4-(2-ethoxycarbonylethyl)-3-methyl-5-(5-chloro-2-oxo-1,2-dihydro-indol-3-ylidenemethyl)-1H-pyrrole-2-carboxylic acid ethyl ester). Isolated yield 85.7%. As a reaction SMILES: [CH2:1]([O:3][C:4]([C:6]1[NH:7][C:8]([CH:19]=O)=[C:9]([CH2:12][CH2:13][C:14]([O:16][CH2:17][CH3:18])=[O:15])[C:10]=1[CH3:11])=[O:5])[CH3:2].[Cl:21][C:22]1[CH:23]=[C:24]2[C:28](=[CH:29][CH:30]=1)[NH:27][C:26](=[O:31])[CH2:25]2>N1CCCCC1.C(O)C>[CH2:1]([O:3][C:4]([C:6]1[NH:7][C:8]([CH:19]=[C:25]2[C:24]3[C:28](=[CH:29][CH:30]=[C:22]([Cl:21])[CH:23]=3)[NH:27][C:26]2=[O:31])=[C:9]([CH2:12][CH2:13][C:14]([O:16][CH2:17][CH3:18])=[O:15])[C:10]=1[CH3:11])=[O:5])[CH3:2]. Reported procedure: 5-Formyl-4-(2-ethoxycarbonylethyl)-3-methyl-1H-pyrrole-2-carboxylic acid ethyl ester (281 mg), 5-chloro-2-oxindole (168 mg), and piperidine (2 drops) in ethanol (2 mL) were refluxed for 2 hours. The reaction mixture was cooled and the precipitate that formed was filtered, washed with ethanol and hexanes, and dried to give 369 mg (86%) of 4-(2-ethoxycarbonylethyl)-3-methyl-5-(5-chloro-2-oxo-1,2-dihydro-indol-3-ylidenemethyl)-1H-pyrrole-2-carboxylic acid ethyl ester as a light yellow needle crysta... The reactants are ClC(Cl)(Cl)Cl, C1CCOC1, COc1cc(C=Cc2n[nH]c(C(CCO)(OC)c3ccc(F)cc3)n2)ccc1-n1cnc(C)c1, c1ccc(P(c2ccccc2)c2ccccc2)cc1. Yields the product COc1cc(C=Cc2nc3n(n2)CCC3(OC)c2ccc(F)cc2)ccc1-n1cnc(C)c1. RXN SMILES: [C:54]([Cl:55])([Cl:56])([Cl:57])[Cl:58].[CH2:59]1[O:60][CH2:61][CH2:62][CH2:63]1.[F:20][c:21]1[cH:22][cH:23][c:24]([C:27]([CH2:28][CH2:29][OH:30])([c:31]2[nH:32][n:33][c:34]([CH:36]=[CH:37][c:38]3[cH:39][c:40]([O:50][CH3:51])[c:41](-[n:44]4[cH:45][n:46][c:47]([CH3:49])[cH:48]4)[cH:42][cH:43]3)[n:35]2)[O:52][CH3:53])[cH:25][cH:26]1.[c:1]1([P:2]([c:3]2[cH:4][cH:5][cH:6][cH:7][cH:8]2)[c:9]2[cH:10][cH:11][cH:12][cH:13][cH:14]2)[cH:15][cH:16][cH:17][cH:18][cH:19]1>>[F:20][c:21]1[cH:22][cH:23][c:24]([C:27]2([O:52][CH3:53])[CH2:28][CH2:29][n:32]3[c:31]2[n:35][c:34]([CH:36]=[CH:37][c:38]2[cH:39][c:40]([O:50][CH3:51])[c:41](-[n:44]4[cH:45][n:46][c:47]([CH3:49])[cH:48]4)[cH:42][cH:43]2)[n:33]3)[cH:25][cH:26]1. Starting materials: NC1=CC=C(C(=O)N2C3=C(CCCC2)SC=C3)C=C1 (4-(4-aminobenzoyl)-5,6,7,8-tetrahydro-4H-thieno[3,2-b]azepine), CC1=C(C(=O)Cl)C=CC=C1 (2-methylbenzoyl chloride). The solvent is ClCCl (dichloromethane). The product is S1C=CC=2N(CCCCC21)C(=O)C2=CC=C(C=C2)NC(C2=C(C=CC=C2)C)=O (N-[4-[(5,6,7,8-Tetrahydro-4H-thieno[3,2-b]azepin-4-yl)carbonyl]phenyl]-2-methylbenzamide). RXN SMILES: [NH2:1][C:2]1[CH:19]=[CH:18][C:5]([C:6]([N:8]2[CH2:14][CH2:13][CH2:12][CH2:11][C:10]3[S:15][CH:16]=[CH:17][C:9]2=3)=[O:7])=[CH:4][CH:3]=1.[CH3:20][C:21]1[CH:29]=[CH:28][CH:27]=[CH:26][C:22]=1[C:23](Cl)=[O:24]>ClCCl>[S:15]1[C:10]2[CH2:11][CH2:12][CH2:13][CH2:14][N:8]([C:6]([C:5]3[CH:4]=[CH:3][C:2]([NH:1][C:23](=[O:24])[C:22]4[CH:26]=[CH:27][CH:28]=[CH:29][C:21]=4[CH3:20])=[CH:19][CH:18]=3)=[O:7])[C:9]=2[CH:17]=[CH:16]1. Procedure: As described for Example 1, 4-(4-aminobenzoyl)-5,6,7,8-tetrahydro-4H-thieno[3,2-b]azepine (0.001 ml) is reacted with 2-methylbenzoyl chloride in dichloromethane to give the product. Crystallization from ethyl acetate-hexane gives crystals, m.p. 181°-182° C. The reactants are CC(C)(C)OC(=O)N1CC(Oc2ccccc2)CC1CO, CS(C)=O, ClCCl. The product is CC(C)(C)OC(=O)N1CC(Oc2ccccc2)CC1C=O. RXN SMILES: [C:1]([CH3:2])([CH3:3])([CH3:4])[O:5][C:6](=[O:7])[N:8]1[CH:9]([CH2:20][OH:21])[CH2:10][CH:11]([O:13][c:14]2[cH:15][cH:16][cH:17][cH:18][cH:19]2)[CH2:12]1.[CH3:22][S:23]([CH3:24])=[O:25].[Cl:26][CH2:27][Cl:28]>>[C:1]([CH3:2])([CH3:3])([CH3:4])[O:5][C:6](=[O:7])[N:8]1[CH:9]([CH:20]=[O:21])[CH2:10][CH:11]([O:13][c:14]2[cH:15][cH:16][cH:17][cH:18][cH:19]2)[CH2:12]1. Reaction SMILES: [Br:1][CH2:2][c:3]1[cH:4][cH:5][c:6](-[c:9]2[c:10]([C:15]#[N:16])[cH:11][cH:12][cH:13][cH:14]2)[cH:7][cH:8]1.[CH2:17]([CH2:18][CH2:19][CH3:20])[NH2:21].[O:22]1[CH2:23][CH2:24][CH2:25][CH2:26]1>>[CH2:2]([c:3]1[cH:4][cH:5][c:6](-[c:9]2[c:10]([C:15]#[N:16])[cH:11][cH:12][cH:13][cH:14]2)[cH:7][cH:8]1)[NH:21][CH2:17][CH2:18][CH2:19][CH3:20]. Starting materials: N#Cc1ccccc1-c1ccc(CBr)cc1, CCCCN, C1CCOC1. Product: CCCCNCc1ccc(-c2ccccc2C#N)cc1. The reactants are S=C1NC(SC1)=O (4-thioxo-1,3-thiazolidin-2-one), Cl.O1N=C(C=C1)CN ((isoxazol-3-ylmethyl)amine hydrochloride), C(C)N(C(C)C)C(C)C (N-ethyl-N-(1-methylethyl)propan-2-amine). Solvent: C(C)O (ethanol). Yields the product O1N=C(C=C1)CNC1=NC(SC1)=O (4-[(isoxazol-3-ylmethyl)amino]thiazol-2(5H)-one). The yield is 49.5%. As a reaction SMILES: S=[C:2]1[CH2:6][S:5][C:4](=[O:7])[NH:3]1.Cl.[O:9]1[CH:13]=[CH:12][C:11]([CH2:14][NH2:15])=[N:10]1.C(N(C(C)C)C(C)C)C>C(O)C>[O:9]1[CH:13]=[CH:12][C:11]([CH2:14][NH:15][C:2]2[CH2:6][S:5][C:4](=[O:7])[N:3]=2)=[N:10]1 |f:1.2|. Reported procedure: To a solution of 4-thioxo-1,3-thiazolidin-2-one (700 mg) in ethanol (20 mL) were added (isoxazol-3-ylmethyl)amine hydrochloride (707 mg) and N-ethyl-N-(1-methylethyl)propan-2-amine (1.42 mL), and the mixture was heated under reflux overnight. The reaction mixture was concentrated, the residue was purified by silica gel column chromatography (methanol/ethyl acetate), and the obtained powder was washed with ethyl acetate to give the title compound (513 mg).